Task: describe an organic reaction: reactants, conditions, products, and yield. Dataset: the Open Reaction Database (ORD), a public repository of structured organic reaction records Starting materials: COc1ccc(C(C)C#N)cc1C=O, ClCCl, CC(C)(C)OC(=O)N1CCCC(N)C1c1ccccc1, [Na+], O=C([O-])O. Reaction SMILES: [C:21](#[N:22])[CH:23]([CH3:24])[c:25]1[cH:26][cH:27][c:28]([O:33][CH3:34])[c:29]([CH:30]=[O:31])[cH:32]1.[Cl:40][CH2:41][Cl:42].[NH2:1][CH:2]1[CH:3]([c:15]2[cH:16][cH:17][cH:18][cH:19][cH:20]2)[N:4]([C:8](=[O:9])[O:10][C:11]([CH3:12])([CH3:13])[CH3:14])[CH2:5][CH2:6][CH2:7]1.[Na+:39].[O-:35][C:36]([OH:37])=[O:38]>>[NH:1]([CH:2]1[CH:3]([c:15]2[cH:16][cH:17][cH:18][cH:19][cH:20]2)[N:4]([C:8](=[O:9])[O:10][C:11]([CH3:12])([CH3:13])[CH3:14])[CH2:5][CH2:6][CH2:7]1)[CH2:30][c:29]1[c:28]([O:33][CH3:34])[cH:27][cH:26][c:25]([CH:23]([C:21]#[N:22])[CH3:24])[cH:32]1. Product: COc1ccc(C(C)C#N)cc1CNC1CCCN(C(=O)OC(C)(C)C)C1c1ccccc1. The reactants are O[C@H]1[C@H]([C@H](O[C@H]1O)CCC1=CC=C(C=C1)C=1C=NC(=CC1)OC)CCN1N=NC2=C(C1=O)C=CC=C2 (3-{2-[(2R,3R,4S,5R)-4,5-dihydroxy-2-{2-[4-(6-methoxypyridin-3-yl)phenyl]ethyl}tetrahydrofuran-3-yl]ethyl}-1,2,3-benzotriazin-4(3H)-one), O1CCCC1 (tetrahydrofuran), I(=O)(=O)(=O)[O-].[Na+] (sodium metaperiodate), [K] (potassium). The solvent is C(C)(C)(C)O (tert-butanol). Run at time 6 hour. The product is C(=O)O[C@@H]([C@@H](C(=O)O)CCN1N=NC2=C(C1=O)C=CC=C2)CCC2=CC=C(C=C2)C=2C=NC(=CC2)OC ((2S,3R)-3-(formyloxy)-5-[4-(6-methoxypyridin-3-yl)phenyl]-2-[2-(4-oxo-1,2,3-benzotriazin-3(4H)-yl)ethyl]pentanoic acid). Reaction SMILES: [OH:1][C@@H:2]1[C@H:6]([OH:7])[O:5][C@H:4]([CH2:8][CH2:9][C:10]2[CH:15]=[CH:14][C:13]([C:16]3[CH:17]=[N:18][C:19]([O:22][CH3:23])=[CH:20][CH:21]=3)=[CH:12][CH:11]=2)[C@@H:3]1[CH2:24][CH2:25][N:26]1[C:31](=[O:32])[C:30]2[CH:33]=[CH:34][CH:35]=[CH:36][C:29]=2[N:28]=[N:27]1.[O:37]1CCCC1.I([O-])(=O)(=O)=O.[Na+].[K]>C(O)(C)(C)C>[CH:6]([O:5][C@H:4]([CH2:8][CH2:9][C:10]1[CH:15]=[CH:14][C:13]([C:16]2[CH:17]=[N:18][C:19]([O:22][CH3:23])=[CH:20][CH:21]=2)=[CH:12][CH:11]=1)[C@H:3]([CH2:24][CH2:25][N:26]1[C:31](=[O:32])[C:30]2[CH:33]=[CH:34][CH:35]=[CH:36][C:29]=2[N:28]=[N:27]1)[C:2]([OH:37])=[O:1])=[O:7] |f:2.3,^1:47|. Procedure: To a solution of the compound obtained from step d above (8 g) in tert-butanol:tetrahydrofuran (40 mL:40 mL) at 0° C., a solution of sodium metaperiodate (14 g in 40 mL of water) was added. The reaction mixture was stirred for 2 hours at the same temperature, and potassium permangnate (518 mg) was added at 0° C. After stirring the reaction mixture for an additional 6 hours at room temperature, the reaction mixture was evaporated on a rotary evaporator. The residue was taken into water and extrac...